Dataset: the Open Reaction Database (ORD), a public repository of structured organic reaction records. Task: describe an organic reaction: reactants, conditions, products, and yield The reactants are NC(C)C1=C2CCC(C2=CC(=C1)C(C)(C)C)(C)C (4-(α-aminoethyl)-1,1-dimethyl-6-tert.-butylindane), Cl.CC(C1=CC=C(C=C1)CCC1=CC=CC=C1)N (α-methyl-p-phenethylbenzylamine hydrochloride). Yields the product Cl.C(C)(C)(C)C1=CC(=C2CCC(C2=C1)(C)C)C(C)N=C1NCCCCC1 (2-[1-(6-tert.-butyl-1,1-dimethyl-4-indanyl)-ethylimino]hexahydro-1H-azepine hydrochloride). RXN SMILES: [NH2:1][CH:2]([C:4]1[CH:12]=[C:11]([C:13]([CH3:16])([CH3:15])[CH3:14])[CH:10]=[C:9]2[C:5]=1[CH2:6][CH2:7][C:8]2([CH3:18])[CH3:17])[CH3:3].[ClH:19].C[CH:21]([NH2:36])[C:22]1C=[CH:26][C:25](CCC2C=CC=CC=2)=[CH:24][CH:23]=1>>[ClH:19].[C:13]([C:11]1[CH:10]=[C:9]2[C:5]([CH2:6][CH2:7][C:8]2([CH3:17])[CH3:18])=[C:4]([CH:2]([N:1]=[C:21]2[CH2:22][CH2:23][CH2:24][CH2:25][CH2:26][NH:36]2)[CH3:3])[CH:12]=1)([CH3:16])([CH3:15])[CH3:14] |f:1.2,3.4|. Procedure details: Following essentially the same procedure described in Example 7 above and substituting 4-(α-aminoethyl)-1,1-dimethyl-6-tert.-butylindane for the α-methyl-p-phenethylbenzylamine hydrochloride above, results in the formation of 2-[1-(6-tert.-butyl-1,1-dimethyl-4-indanyl)-ethylimino]hexahydro-1H-azepine hydrochloride, having a M.P. of 257°-8° C. (dec.). The reactants are C1(CC1)N1C=C(C2=C(C=C(C=C12)C(=O)O)OCC)C (1-cyclopropyl-4-ethoxy-3-methyl-1H-indole-6-carboxylic acid), Cl.Cl.O=C1CC2(CCNCC2)OC2=CC=C(C=C12)C1=CC(=NC=C1)C(=O)OC (methyl 4-(4-oxospiro[chroman-2,4′-piperidin]-6-yl)pyridine-2-carboxylate dihydrochloride). Yields the product C1(CC1)N1C=C(C2=C(C=C(C=C12)C(=O)N1CCC2(CC1)OC1=CC=C(C=C1C(C2)=O)C2=CC(=NC=C2)C(=O)O)OCC)C (4-{1′-[(1-cyclopropyl-4-ethoxy-3-methyl-1H-indol-6-yl)carbonyl]-4-oxospiro[chroman-2,4′-piperidin]-6-yl}pyridine-2-carboxylic acid). As a reaction SMILES: [CH:1]1([N:4]2[C:12]3[C:7](=[C:8]([O:16][CH2:17][CH3:18])[CH:9]=[C:10]([C:13]([OH:15])=O)[CH:11]=3)[C:6]([CH3:19])=[CH:5]2)[CH2:3][CH2:2]1.Cl.Cl.[O:22]=[C:23]1[C:37]2[C:32](=[CH:33][CH:34]=[C:35]([C:38]3[CH:43]=[CH:42][N:41]=[C:40]([C:44]([O:46]C)=[O:45])[CH:39]=3)[CH:36]=2)[O:31][C:25]2([CH2:30][CH2:29][NH:28][CH2:27][CH2:26]2)[CH2:24]1>>[CH:1]1([N:4]2[C:12]3[C:7](=[C:8]([O:16][CH2:17][CH3:18])[CH:9]=[C:10]([C:13]([N:28]4[CH2:29][CH2:30][C:25]5([CH2:24][C:23](=[O:22])[C:37]6[C:32](=[CH:33][CH:34]=[C:35]([C:38]7[CH:43]=[CH:42][N:41]=[C:40]([C:44]([OH:46])=[O:45])[CH:39]=7)[CH:36]=6)[O:31]5)[CH2:26][CH2:27]4)=[O:15])[CH:11]=3)[C:6]([CH3:19])=[CH:5]2)[CH2:2][CH2:3]1 |f:1.2.3|. Reported procedure: In the same manner as described in Example 42 except using 1-cyclopropyl-4-ethoxy-3-methyl-1H-indole-6-carboxylic acid and methyl 4-(4-oxospiro[chroman-2,4′-piperidin]-6-yl)pyridine-2-carboxylate dihydrochloride, the title compound was obtained as a colorless amorphous substance. 1H-NMR (400 MHz, DMSO-d6) δ: 8.72 (1H, d, J=4.9 Hz), 8.25 (1H, d, J=1.5 Hz), 8.15-8.11 (2H, m), 7.94 (1H, dd, J=6.0, 2.0 Hz), 7.28 (1H, dd, J=6.0, 2.9 Hz), 7.12 (1H, d, J=1.0 Hz), 6.99 (1H, d, J=1.0 Hz), 6.48 (1H, s), 4... The reactants are BrCC1CCCCO1, O=C([O-])[O-], CCCCc1nc(C)[nH]c(=O)c1Cc1ccc(-c2ccccc2C#N)cc1, CN(C)C=O, CCOC(C)=O, [K+], [K+]. Product: CCCCc1nc(C)n(CC2CCCCO2)c(=O)c1Cc1ccc(-c2ccccc2C#N)cc1. RXN SMILES: [Br:34][CH2:35][CH:36]1[O:37][CH2:38][CH2:39][CH2:40][CH2:41]1.[C:28](=[O:29])([O-:30])[O-:31].[CH2:1]([CH2:2][CH2:3][CH3:4])[c:5]1[n:6][c:7]([CH3:27])[nH:8][c:9](=[O:26])[c:10]1[CH2:11][c:12]1[cH:13][cH:14][c:15](-[c:18]2[c:19]([C:24]#[N:25])[cH:20][cH:21][cH:22][cH:23]2)[cH:16][cH:17]1.[CH3:42][N:43]([CH3:44])[CH:45]=[O:46].[CH3:47][CH2:48][O:49][C:50](=[O:51])[CH3:52].[K+:32].[K+:33]>>[CH2:1]([CH2:2][CH2:3][CH3:4])[c:5]1[n:6][c:7]([CH3:27])[n:8]([CH2:35][CH:36]2[O:37][CH2:38][CH2:39][CH2:40][CH2:41]2)[c:9](=[O:26])[c:10]1[CH2:11][c:12]1[cH:13][cH:14][c:15](-[c:18]2[c:19]([C:24]#[N:25])[cH:20][cH:21][cH:22][cH:23]2)[cH:16][cH:17]1. Starting materials: C#CC(C)(C)C, CC(C)CC=O. Yields the product CC(C)CC(O)C=CC(C)(C)C. As a reaction SMILES: [CH3:1][C:2]([C:3]#[CH:4])([CH3:5])[CH3:6].[CH:7]([CH2:8][CH:9]([CH3:10])[CH3:11])=[O:12]>>[CH3:1][C:2]([CH:3]=[CH:4][CH:7]([CH2:8][CH:9]([CH3:10])[CH3:11])[OH:12])([CH3:5])[CH3:6]. The reactants are FC1=CC=C(C=C1)CC1=CN=C2C(=C(C(N(C2=C1)CCCN1C(CCCCC1)=O)=O)C(=O)OCC)O (ethyl 7-[(4-fluorophenyl)methyl]-4-hydroxy-2-oxo-1-[3-(2-oxohexahydro-1H-azepin-1-yl)propyl]-1,2-dihydro-1,5-naphthyridine-3-carboxylate), NCC(CC)O (1-amino-2-butanol). The product is FC1=CC=C(C=C1)CC1=CN=C2C(=C(C(N(C2=C1)CCCN1C(CCCCC1)=O)=O)C(=O)NCC(CC)O)O (7-[(4-fluorophenyl)methyl]-4-hydroxy-N-(2-hydroxybutyl)-2-oxo-1-[3-(2-oxohexahydro-1H-azepin-1-yl)propyl]-1,2-dihydro-1,5-naphthyridine-3-carboxamide). Reaction SMILES: [F:1][C:2]1[CH:7]=[CH:6][C:5]([CH2:8][C:9]2[CH:18]=[C:17]3[C:12]([C:13]([OH:36])=[C:14]([C:31](OCC)=[O:32])[C:15](=[O:30])[N:16]3[CH2:19][CH2:20][CH2:21][N:22]3[CH2:28][CH2:27][CH2:26][CH2:25][CH2:24][C:23]3=[O:29])=[N:11][CH:10]=2)=[CH:4][CH:3]=1.[NH2:37][CH2:38][CH:39]([OH:42])[CH2:40][CH3:41]>>[F:1][C:2]1[CH:3]=[CH:4][C:5]([CH2:8][C:9]2[CH:18]=[C:17]3[C:12]([C:13]([OH:36])=[C:14]([C:31]([NH:37][CH2:38][CH:39]([OH:42])[CH2:40][CH3:41])=[O:32])[C:15](=[O:30])[N:16]3[CH2:19][CH2:20][CH2:21][N:22]3[CH2:28][CH2:27][CH2:26][CH2:25][CH2:24][C:23]3=[O:29])=[N:11][CH:10]=2)=[CH:6][CH:7]=1. Reported procedure: This compound was prepared from ethyl 7-[(4-fluorophenyl)methyl]-4-hydroxy-2-oxo-1-[3-(2-oxohexahydro-1H-azepin-1-yl)propyl]-1,2-dihydro-1,5-naphthyridine-3-carboxylate and 1-amino-2-butanol using methods similar to Example 563 to provide an off-white solid: 1H NMR (300 MHz, DMSO-d6) δ ppm 0.89 (t, J=7.48 Hz, 3 H), 1.33-1.48 (m, 2 H), 1.49-1.59 (m, 4 H), 1.60-1.75 (m, 4 H), 2.37-2.44 (m, 2 H), 3.17-3.27 (m, 1 H), 3.33-3.42 (m, 4 H), 3.45-3.59 (m, 2 H), 4.16-4.24 (m, 4 H), 4.96 (d, J=5.26 Hz, 1 H... The reactants are C(C)(=O)OC[C@H]1[C@H](CCCC1)CN1C=2N=C(NC(C2N=C1)=O)N (9-{[1(R)-acetoxymethyl-2(S)-cyclohexyl]methyl}guanine), C([O-])([O-])=O.[K+].[K+] (potassium carbonate). Run in CO (methanol). Product: OC[C@H]1[C@H](CCCC1)CN1C=2N=C(NC(C2N=C1)=O)N (9-{[1(R)-hydroxymethyl-2(S)-cyclohexyl]methyl}guanine). Reaction SMILES: C([O:4][CH2:5][C@@H:6]1[CH2:11][CH2:10][CH2:9][CH2:8][C@@H:7]1[CH2:12][N:13]1[CH:21]=[N:20][C:19]2[C:18](=[O:22])[NH:17][C:16]([NH2:23])=[N:15][C:14]1=2)(=O)C.C(=O)([O-])[O-].[K+].[K+]>CO>[OH:4][CH2:5][C@@H:6]1[CH2:11][CH2:10][CH2:9][CH2:8][C@@H:7]1[CH2:12][N:13]1[CH:21]=[N:20][C:19]2[C:18](=[O:22])[NH:17][C:16]([NH2:23])=[N:15][C:14]1=2 |f:1.2.3|. Reported procedure: A solution of 9-{[1(R)-acetoxymethyl-2(S)-cyclohexyl]methyl}guanine (0.75 mmol), aqueous methanol (2 mL) and potassium carbonate (3 eq) were stirred at room temperature for 3 hours. The reaction was concentrated and the desired compound purified by silica gel chromatography (chloroform:methanol:water 90:10:1). 1HNMR (500 mHz, d6 -DMSO); 10.44 ppm (bs, 1H); 7.66 (s, 1H); 6.39 (bs, 2H); 4.46 (t, 2H); 3.90 (m, 2H), 3.55-3.30 (m, 2H, partially obscured by water); 2.18 (m, 1H); 1.8-1.1 (m, 9H). The reactants are C(#C)C=1C=NC2=CC=C(C=C2C1)OC(C(=O)NC(CO)(C)COC)SC (2-(3-Ethynyl-quinolin-6-yloxy)-N-(2-hydroxy-1-methoxymethyl-1-methyl-ethyl)-2-methylsulfanyl-acetamide), CC(=O)OI1(C=2C=CC=CC2C(=O)O1)(OC(=O)C)OC(=O)C (Dess-Martin periodinane), C(=O)(O)[O-].[Na+] (NaHCO3). The solvent is C(Cl)Cl (CH2Cl2). Run at time 1 hour. Product: C(#C)C=1C=NC2=CC=C(C=C2C1)OC(C(=O)NC(C=O)(C)COC)SC ((3-Ethynyl-quinolin-6-yloxy)-N-(1-methoxymethyl-1-methyl-2-oxo-ethyl)-2-methylsulfanyl-acetamide). The yield is 60.3%. RXN SMILES: [C:1]([C:3]1[CH:4]=[N:5][C:6]2[C:11]([CH:12]=1)=[CH:10][C:9]([O:13][CH:14]([S:25][CH3:26])[C:15]([NH:17][C:18]([CH2:22][O:23][CH3:24])([CH3:21])[CH2:19][OH:20])=[O:16])=[CH:8][CH:7]=2)#[CH:2].CC(OI1(OC(C)=O)(OC(C)=O)OC(=O)C2C=CC=CC1=2)=O.C([O-])(O)=O.[Na+]>C(Cl)Cl>[C:1]([C:3]1[CH:4]=[N:5][C:6]2[C:11]([CH:12]=1)=[CH:10][C:9]([O:13][CH:14]([S:25][CH3:26])[C:15]([NH:17][C:18]([CH2:22][O:23][CH3:24])([CH3:21])[CH:19]=[O:20])=[O:16])=[CH:8][CH:7]=2)#[CH:2] |f:2.3|. Procedure: A solution of 2-(3-Ethynyl-quinolin-6-yloxy)-N-(2-hydroxy-1-methoxymethyl-1-methyl-ethyl)-2-methylsulfanyl-acetamide (200 mg) in dry CH2Cl2 (15 ml) was treated with Dess-Martin periodinane (295 mg). The mixture was stirred at room temperature during 1 h then poured on sat aq NaHCO3. After separation the water phase was washed twice with CH2Cl2 The combined organic phases were washed with brine, dried over sodium sulfate, filtered and evaporated. The crude residue was purified by column chromatog...